From a dataset of the Open Reaction Database (ORD), a public repository of structured organic reaction records. describe an organic reaction: reactants, conditions, products, and yield Starting materials: C(C)OC(CCCCN1CCC(CC1)C(O)(C1=CC=C(C=C1)F)C1=CC=C(C=C1)F)=O (4-[bis(4-fluorophenyl)hydroxymethyl]-1-piperidinepentanoic acid ethyl ester), C([O-])(O)=O.[Na+] (sodium bicarbonate). Run in C(C)O (ethanol), O (water). Run at time 16 hour. Yields the product FC1=CC=C(C=C1)C(C1CCN(CC1)CCCCC(=O)O)(O)C1=CC=C(C=C1)F (4-[Bis(4-fluorophenyl)hydroxymethyl]-1-piperidinepentanoic acid). Isolated yield 52.0%. Reaction SMILES: C([O:3][C:4](=[O:31])[CH2:5][CH2:6][CH2:7][CH2:8][N:9]1[CH2:14][CH2:13][CH:12]([C:15]([C:24]2[CH:29]=[CH:28][C:27]([F:30])=[CH:26][CH:25]=2)([C:17]2[CH:22]=[CH:21][C:20]([F:23])=[CH:19][CH:18]=2)[OH:16])[CH2:11][CH2:10]1)C.C(=O)(O)[O-].[Na+]>C(O)C.O>[F:23][C:20]1[CH:19]=[CH:18][C:17]([C:15]([C:24]2[CH:25]=[CH:26][C:27]([F:30])=[CH:28][CH:29]=2)([OH:16])[CH:12]2[CH2:11][CH2:10][N:9]([CH2:8][CH2:7][CH2:6][CH2:5][C:4]([OH:31])=[O:3])[CH2:14][CH2:13]2)=[CH:22][CH:21]=1 |f:1.2|. Reported procedure: To a stirred solution of 9.0 g (0.020 mole) of 4-[bis(4-fluorophenyl)hydroxymethyl]-1-piperidinepentanoic acid ethyl ester in 300 ml of 95% ethanol was added a solution of 21.0 g (0.250 mole) of sodium bicarbonate in 250 ml of water, and the mixture was heated at reflux for 6 h under a nitrogen atmosphere. The solvent was evaporated under reduced pressure and the residue was partitioned between ethyl ether and water (300 ml each). The layers were separated, and the aqueous layer was further extr... The reactants are Cc1ncccc1Oc1cc(Br)cnc1Nc1nc(C2COC3(CCCCC3)O2)ns1, CO, Cl. The product is Cc1ncccc1Oc1cc(Br)cnc1Nc1nc(C(O)CO)ns1. Reaction SMILES: [Br:1][c:2]1[cH:3][c:4]([O:24][c:25]2[c:26]([CH3:31])[n:27][cH:28][cH:29][cH:30]2)[c:5]([NH:8][c:9]2[n:10][c:11]([CH:14]3[O:15][C:16]4([O:17][CH2:18]3)[CH2:19][CH2:20][CH2:21][CH2:22][CH2:23]4)[n:12][s:13]2)[n:6][cH:7]1.[CH3:33][OH:34].[ClH:32]>>[Br:1][c:2]1[cH:3][c:4]([O:24][c:25]2[c:26]([CH3:31])[n:27][cH:28][cH:29][cH:30]2)[c:5]([NH:8][c:9]2[n:10][c:11]([CH:14]([OH:15])[CH2:18][OH:17])[n:12][s:13]2)[n:6][cH:7]1. The reactants are CS(=O)(=O)n1ncc2cc([N+](=O)[O-])ccc21, CCO, O=C[O-], [NH4+]. Product: CS(=O)(=O)n1ncc2cc(N)ccc21. Reaction SMILES: [CH3:1][S:2](=[O:3])(=[O:4])[n:5]1[n:6][cH:7][c:8]2[cH:9][c:10]([N+:14]([O-:15])=[O:16])[cH:11][cH:12][c:13]12.[CH3:21][CH2:22][OH:23].[CH:17]([O-:18])=[O:19].[NH4+:20]>>[CH3:1][S:2](=[O:3])(=[O:4])[n:5]1[n:6][cH:7][c:8]2[cH:9][c:10]([NH2:14])[cH:11][cH:12][c:13]12. The reactants are FC(C=1N=C(SC1)C(=O)O)(F)F (4-(trifluoromethyl)-1,3-thiazole-2-carboxylic acid), NC1=C(C=CC(=C1C)OC)C(C)=O (1-(2-amino-4-methoxy-3-methylphenyl)-ethanone), C(C)(=O)C1=C(C=C(C=C1)OC)NC(=O)C=1SC=C(N1)C(C)C (N-(2-acetyl-5-methoxyphenyl)-4-isopropylthiazole-2-carboxamide). Product: C(C)(=O)C1=CC=C(C(=C1NC(=O)C=1SC=C(N1)C(F)(F)F)C)OC (N-(6-acetyl-3-methoxy-2-methylphenyl)-4-trifluoromethylthiazole-2-carboxamide). The yield is 74.0%. As a reaction SMILES: [F:1][C:2]([F:12])([F:11])[C:3]1[N:4]=[C:5]([C:8]([OH:10])=O)[S:6][CH:7]=1.[NH2:13][C:14]1[C:19]([CH3:20])=[C:18]([O:21][CH3:22])[CH:17]=[CH:16][C:15]=1[C:23](=[O:25])[CH3:24].C(C1C=CC(OC)=CC=1NC(C1SC=C(C(C)C)N=1)=O)(=O)C>>[C:23]([C:15]1[C:14]([NH:13][C:8]([C:5]2[S:6][CH:7]=[C:3]([C:2]([F:1])([F:12])[F:11])[N:4]=2)=[O:10])=[C:19]([CH3:20])[C:18]([O:21][CH3:22])=[CH:17][CH:16]=1)(=[O:25])[CH3:24]. Reported procedure: Compound 64b was synthesized from 4-(trifluoromethyl)-1,3-thiazole-2-carboxylic acid and 1-(2-amino-4-methoxy-3-methylphenyl)-ethanone as a beige solid in 74% yield, following the procedure as described for compound 42a. Starting materials: NC1=NC(=NC(=C1C#N)C)C (4-amino-2,6-dimethyl-5-pyrimidine carbonitrile), ClC1=C(C=CC=C1)S(=O)(=O)N=C=O (2-Chlorobenzenesulfonyl isocyanate), N12CCN(CC1)CC2 (1,4-diazabicyclo-[2.2.2]octane). Run in C(Cl)Cl (methylene chloride), xylenes. Reaction conditions: time 3 day. The product is ClC1=C(C=CC=C1)S(=O)(=O)NC(=O)NC1=NC(=NC(=C1C#N)C)C (2-Chloro-N-[(5-cyano-2,6-dimethylpyrimidin-4-yl)aminocarbonyl]benzenesulfonamide). Isolated yield 71.2%. Reaction SMILES: [Cl:1][C:2]1[CH:7]=[CH:6][CH:5]=[CH:4][C:3]=1[S:8]([N:11]=[C:12]=[O:13])(=[O:10])=[O:9].[NH2:14][C:15]1[C:20]([C:21]#[N:22])=[C:19]([CH3:23])[N:18]=[C:17]([CH3:24])[N:16]=1.N12CCN(CC1)CC2>C(Cl)Cl>[Cl:1][C:2]1[CH:7]=[CH:6][CH:5]=[CH:4][C:3]=1[S:8]([NH:11][C:12]([NH:14][C:15]1[C:20]([C:21]#[N:22])=[C:19]([CH3:23])[N:18]=[C:17]([CH3:24])[N:16]=1)=[O:13])(=[O:10])=[O:9]. Reported procedure: 4.35 g of 2-Chlorobenzenesulfonyl isocyanate was dissolved in 10 ml xylenes and 25 ml methylene chloride. To this was added 2.96 g of 4-amino-2,6-dimethyl-5-pyrimidine carbonitrile and a catalytic amount of 1,4-diazabicyclo-[2.2.2]octane. The reaction was stirred under a CaSO4 drying tube for three days. The reaction was filtered to remove unreacted pyrimidine, and then the desired product was precipitated by addition of 1-chlorobutane, filtered off, rinsed well with 1-chlorobutane and dried in ... The reactants are C([O-])([O-])=O.[K+].[K+] (potassium carbonate), CI (methyl iodide), CC=1C=C(C=C(C1I)C)O (3,5-dimethyl-4-iodophenol), CC=1C=C(C=C(C1I)C)O (3,5-dimethyl-4-iodophenol). Run in CC(=O)C (acetone). Yields the product COC1=CC(=C(C(=C1)C)I)C (O-Methyl-3,5-dimethyl-4-iodophenol), white needles. Yield: 86.0%. Reaction SMILES: [CH3:1][C:2]1[CH:3]=[C:4]([OH:10])[CH:5]=[C:6]([CH3:9])[C:7]=1[I:8].[C:11](=O)([O-])[O-].[K+].[K+].CI>CC(C)=O>[CH3:11][O:10][C:4]1[CH:5]=[C:6]([CH3:9])[C:7]([I:8])=[C:2]([CH3:1])[CH:3]=1 |f:1.2.3|. Procedure details: O-Methyl-3,5-dimethyl-4-iodophenol was prepared by etherifying 3,5-dimethyl-4-iodophenol as follows: In a 1 l three-necked flask equipped with an overhead stirrer were placed 63.7 g (257 mmol) of 3,5-dimethyl-4-iodophenol, 70.9 g (513 mmol) potassium carbonate, 400 ml acetone and 47.5 ml (108 g, 760 mmol) methyl iodide. The reaction mixture was refluxed for 15 hours, cooled, the precipitate filtered and washed with acetone. The combined acetone washes were concentrated under reduced pressure, di... Starting materials: NC(=O)N (urea), COCCN(S(=O)(=O)C1=C(C(=CC=C1Cl)N)O)CCOC (N,N-di-(2-methoxyethyl)-3-amino-6-chloro-2-hydroxybenzenesulfonamide), ClC1=C(C=CC=C1Cl)N=C=O (2,3-dichlorophenylisocyanate). Product: ClC1=C(C(=C(C=C1)NC(=O)NC1=C(C(=CC=C1)Cl)Cl)O)S(=O)(=O)N(CCOC)CCOC (N-[4-chloro-3-[N″,N″-di-(2-methoxyethyl)aminosulfonyl]-2-hydroxyphenyl]-N′(2,3-dichlorophenyl) urea). Isolated yield 87.0%. As a reaction SMILES: NC(N)=O.[CH3:5][O:6][CH2:7][CH2:8][N:9]([CH2:22][CH2:23][O:24][CH3:25])[S:10]([C:13]1[C:18]([Cl:19])=[CH:17][CH:16]=[C:15]([NH2:20])[C:14]=1[OH:21])(=[O:12])=[O:11].[Cl:26][C:27]1[C:32]([Cl:33])=[CH:31][CH:30]=[CH:29][C:28]=1[N:34]=[C:35]=[O:36]>>[Cl:19][C:18]1[CH:17]=[CH:16][C:15]([NH:20][C:35]([NH:34][C:28]2[CH:29]=[CH:30][CH:31]=[C:32]([Cl:33])[C:27]=2[Cl:26])=[O:36])=[C:14]([OH:21])[C:13]=1[S:10]([N:9]([CH2:8][CH2:7][O:6][CH3:5])[CH2:22][CH2:23][O:24][CH3:25])(=[O:11])=[O:12]. Procedure: Following the general procedure for urea formation outlined in example 15, N,N-di-(2-methoxyethyl)-3-amino-6-chloro-2-hydroxybenzenesulfonamide (40 mg, 0.12 mmol) and 2,3-dichlorophenylisocyanate (22mg, 0.12 mmol) were coupled to form the desired urea (55 mg, 87%). 1H NMR (MeOD-d4): 8δ 8.27 (m, 1H), 8.03 (m, 1H), 7.23 (m, 2H), 7.03 (m, 1H), 3.61 (m, 4H), 3.45 (m, 4H), 3.23 (s, 6H). Reactants: C(C)OC(=O)C=1C=NN(C1Cl)C (5-Chloro-1-methyl-1H-pyrazole-4-carboxylic acid ethyl ester), O (Water), [H-].[Na+] (Sodium hydride), N1N=CC=C1 (pyrazole). Solvent: C(C)(=O)OCC (ethyl acetate), CN(C)C=O (DMF). Run at temperature 40 celsius. Product: ethyl acetate hexanes, C(C)OC(=O)C1=C(N(N=C1)C)N1N=CC=C1 (2′-methyl-2′H-[1,3′]bipyrazolyl-4′-carboxylic acid ethyl ester). Yield: 9.1%. As a reaction SMILES: [H-].[Na+].[NH:3]1[CH:7]=[CH:6][CH:5]=[N:4]1.[CH2:8]([O:10][C:11]([C:13]1[CH:14]=[N:15][N:16]([CH3:19])[C:17]=1Cl)=[O:12])[CH3:9].O>CN(C=O)C.C(OCC)(=O)C>[CH2:8]([O:10][C:11]([C:13]1[CH:14]=[N:15][N:16]([CH3:19])[C:17]=1[N:3]1[CH:7]=[CH:6][CH:5]=[N:4]1)=[O:12])[CH3:9] |f:0.1|. Reported procedure: Sodium hydride (60% in oil; 767 mg, 19 mmol) was added to a solution of pyrazole (1.36 g, 20 mmol) in dry DMF (40 mL) under nitrogen at 0° C. in an ice-water bath and the mixture was heated to 40° C. for 1 h. 5-Chloro-1-methyl-1H-pyrazole-4-carboxylic acid ethyl ester (1.89 g, 10 mmol) was added and the mixture was heated to 100° C. overnight and then cooled. Water and ethyl acetate were added, the organic layer was separated, and the aqueous phase was extracted three times with EtOAc. The combi...